From a dataset of the Open Reaction Database (ORD), a public repository of structured organic reaction records. describe an organic reaction: reactants, conditions, products, and yield Reactants: ICI (diiodomethane), NC=1SC=C(N1)C(=O)OCC (2-amino-4-ethoxycarbonylthiazole), N(=O)OC(C)(C)C (t-butyl nitrite). The solvent is [Cl-].[Na+].O (brine), C(C)#N (acetonitrile). Conditions: time 1 hour. Product: C(C)OC(=O)C=1N=C(SC1)I (4-ethoxycarbonyl-2-iodothiazole). The yield is 65.8%. Reaction SMILES: N(OC(C)(C)C)=O.I[CH2:9][I:10].NC1[S:13][CH:14]=[C:15]([C:17]([O:19][CH2:20][CH3:21])=[O:18])[N:16]=1>C(#N)C.[Cl-].[Na+].O>[CH2:20]([O:19][C:17]([C:15]1[N:16]=[C:9]([I:10])[S:13][CH:14]=1)=[O:18])[CH3:21] |f:4.5.6|. Procedure: A solution of 6.0 ml of t-butyl nitrite in 120 ml of acetonitrile was cooled in ice under an argon atmosphere, and 9.64 g of diiodomethane and 5.16 g of 2-amino-4-ethoxycarbonylthiazole were added to the cooled solution. The mixture was stirred at room temperature for one hr, brine was added thereto, and the mixture was extracted twice with ethyl acetate. The organic layers were combined, were washed twice with brine, were dried over anhydrous magnesium sulfate, were filtered, and were concentra... Reaction SMILES: C([O:4][CH2:5][C:6](=[CH2:8])[CH3:7])(=O)C.[C:9]([O:12][CH2:13]C=C)(=[O:11])[CH3:10]>>[CH2:5]([OH:4])[C:6](=[CH2:7])[CH3:8].[C:9]([O:12][CH3:13])(=[O:11])[CH3:10]. Isolated yield 93.0%. Yields the product C(C(C)=C)O (methallyl alcohol), C(C)(=O)OC (methyl acetate). The reactants are C(C)(=O)OCC(C)=C (methallyl acetate), C(C)(=O)OCC(C)=C (methallyl acetate), C(C)(=O)OCC=C (allyl acetate). Procedure details: The tube, catalyst and general procedure described in Example 2 were employed, with 57.0 g of methallyl acetate substituted for the allyl acetate. The effluent in this case was composed of 12.5 g of unconverted methallyl acetate (22% recovery), 27.8 g of methallyl alcohol (99% yield based on 78% conversion), 26.8 g of methyl acetate (93% yield) and the excess methanol.